describe an organic reaction: reactants, conditions, products, and yield From a dataset of the Open Reaction Database (ORD), a public repository of structured organic reaction records. Reactants: CCN(C(C)C)C(C)C (DIEA), FC(C1=CC=C2CCCNC2=C1)(F)F (7-(Trifluoromethyl)-1,2,3,4-tetrahydroquinoline), ClC1=NC=NC(=N1)Cl (2,4-Dichloro-1,3,5-triazine). Solvent: CN(C)C=O (DMF). Reaction conditions: temperature 0 celsius. Yields the product ClC1=NC(=NC=N1)N1CCCC2=CC=C(C=C12)C(F)(F)F (1-(4-chloro-[1,3,5]triazin-2-yl)-7-trifluoromethyl-1,2,3,4-tetrahydro-quinoline). Reaction SMILES: [F:1][C:2]([F:14])([F:13])[C:3]1[CH:12]=[C:11]2[C:6]([CH2:7][CH2:8][CH2:9][NH:10]2)=[CH:5][CH:4]=1.CCN(C(C)C)C(C)C.[Cl:24][C:25]1[N:30]=[C:29](Cl)[N:28]=[CH:27][N:26]=1>CN(C=O)C>[Cl:24][C:25]1[N:30]=[CH:29][N:28]=[C:27]([N:10]2[C:11]3[C:6](=[CH:5][CH:4]=[C:3]([C:2]([F:1])([F:13])[F:14])[CH:12]=3)[CH2:7][CH2:8][CH2:9]2)[N:26]=1. Procedure: 7-(Trifluoromethyl)-1,2,3,4-tetrahydroquinoline (440 mg, 2.2 mmol) was dissolved in DMF (10 mL) under N2 at RT. DIEA (284 mg, 2.2 mmol) was added, and the reaction solution was cooled to 0° C. 2,4-Dichloro-1,3,5-triazine was added, and reaction was stirred with gradual warming to RT. The reaction was quenched after 3 h with water, which caused a fine precipitate to form, which is not filterable. This mixture was extracted 3 times with EtOAc. The EtOAc extracts were washed brine, combined, dried ... Starting materials: BrC=1C=C(C=CC1)C1=NN2C(=NC(=CC2=O)N2CCN(CC2)C(=O)OC(C)(C)C)S1 (tert-butyl 4-(2-(3-bromophenyl)-5-oxo-5H-[1,3,4]thiadiazolo[3,2-a]pyrimidin-7-yl)piperazine-1-carboxylate), N1=CC=C(C=C1)B(O)O (4-pyridineboronic acid), C([O-])([O-])=O.[Na+].[Na+] (sodium carbonate). The reagents and catalysts are C=1C=CC(=CC1)[P](C=2C=CC=CC2)(C=3C=CC=CC3)[Pd]([P](C=4C=CC=CC4)(C=5C=CC=CC5)C=6C=CC=CC6)([P](C=7C=CC=CC7)(C=8C=CC=CC8)C=9C=CC=CC9)[P](C=1C=CC=CC1)(C=1C=CC=CC1)C=1C=CC=CC1 (tetrakis(triphenylphosphine)palladium(0)). Run in CN(C)C=O (DMF), C(C)O (ethanol), O (water). Reaction conditions: temperature 120 celsius. Yields the product O=C1C=C(N=C2N1N=C(S2)C2=CC(=CC=C2)C2=CC=NC=C2)N2CCN(CC2)C(=O)OC(C)(C)C (tert-butyl 4-(5-oxo-2-(3-(pyridin-4-yl)phenyl)-5H-[1,3,4]thiadiazolo[3,2-a]pyrimidin-7-yl)piperazine-1-carboxylate). Reaction SMILES: Br[C:2]1[CH:3]=[C:4]([C:8]2[S:30][C:11]3=[N:12][C:13]([N:17]4[CH2:22][CH2:21][N:20]([C:23]([O:25][C:26]([CH3:29])([CH3:28])[CH3:27])=[O:24])[CH2:19][CH2:18]4)=[CH:14][C:15](=[O:16])[N:10]3[N:9]=2)[CH:5]=[CH:6][CH:7]=1.[N:31]1[CH:36]=[CH:35][C:34](B(O)O)=[CH:33][CH:32]=1.C(=O)([O-])[O-].[Na+].[Na+]>CN(C=O)C.C(O)C.O.C1C=CC([P]([Pd]([P](C2C=CC=CC=2)(C2C=CC=CC=2)C2C=CC=CC=2)([P](C2C=CC=CC=2)(C2C=CC=CC=2)C2C=CC=CC=2)[P](C2C=CC=CC=2)(C2C=CC=CC=2)C2C=CC=CC=2)(C2C=CC=CC=2)C2C=CC=CC=2)=CC=1>[O:16]=[C:15]1[N:10]2[N:9]=[C:8]([C:4]3[CH:5]=[CH:6][CH:7]=[C:2]([C:34]4[CH:35]=[CH:36][N:31]=[CH:32][CH:33]=4)[CH:3]=3)[S:30][C:11]2=[N:12][C:13]([N:17]2[CH2:22][CH2:21][N:20]([C:23]([O:25][C:26]([CH3:29])([CH3:28])[CH3:27])=[O:24])[CH2:19][CH2:18]2)=[CH:14]1 |f:2.3.4,^1:58,60,79,98|. Procedure: To a solution of tert-butyl 4-(2-(3-bromophenyl)-5-oxo-5H-[1,3,4]thiadiazolo[3,2-a]pyrimidin-7-yl)piperazine-1-carboxylate (40 mg, 0.081 mmol, 1.0 equiv) in 1 mL DMF, 0.5 mL ethanol and 0.25 mL water in a microwave vial is added 4-pyridineboronic acid (19.97 mg, 0.162 mmol, 2.0 equiv), sodium carbonate (25.8 mg, 0.244 mmol, 3.0 equiv), and tetrakis(triphenylphosphine)palladium(0) (4.69 mg, 4.06 μmol, 0.05 equiv). The mixture is heated in a microwave reactor for 30 min at 120° C. Upon completion ...